This data is from the Open Reaction Database (ORD), a public repository of structured organic reaction records. The task is: describe an organic reaction: reactants, conditions, products, and yield Starting materials: C1CCOC1, [H-], [Na+], CN(C)C=O, O=C(NCCCl)Nc1ccc2ncsc2c1. Yields the product O=C1NCCN1c1ccc2ncsc2c1. As a reaction SMILES: [CH2:24]1[O:25][CH2:26][CH2:27][CH2:28]1.[H-:17].[Na+:18].[O:19]=[CH:20][N:21]([CH3:22])[CH3:23].[s:1]1[cH:2][n:3][c:4]2[c:5]1[cH:6][c:7]([NH:10][C:11](=[O:12])[NH:13][CH2:14][CH2:15][Cl:16])[cH:8][cH:9]2>>[s:1]1[cH:2][n:3][c:4]2[c:5]1[cH:6][c:7]([N:10]1[C:11](=[O:12])[NH:13][CH2:14][CH2:15]1)[cH:8][cH:9]2.